From a dataset of the Open Reaction Database (ORD), a public repository of structured organic reaction records. describe an organic reaction: reactants, conditions, products, and yield Procedure details: 11α-Hydroxypregna-1,4-diene-3,20-dione (120 mmol) in acetone (950 ml) is treated with Jones reagent (38.7 ml) at 0°. Following work-up the title compound is obtained. As a reaction SMILES: [OH:1][C@@H:2]1[CH2:21][C@@:20]2([CH3:22])[C@@H:13]([CH2:14][CH2:15][C@@H:16]2[C:17](=[O:19])[CH3:18])[C@H:12]2[C@H:3]1[C@:4]1([CH3:24])[C:9]([CH2:10][CH2:11]2)=[CH:8][C:7](=[O:23])[CH:6]=[CH:5]1.CC(C)=O.OS(O)(=O)=O.O=[Cr](=O)=O>CC(C)=O>[CH3:18][C:17](=[O:19])[C@@H:16]1[C@:20]2([CH3:22])[C@H:13]([C@H:12]3[C@H:3]([C:2](=[O:1])[CH2:21]2)[C@:4]2([CH3:24])[C:9](=[CH:8][C:7](=[O:23])[CH:6]=[CH:5]2)[CH2:10][CH2:11]3)[CH2:14][CH2:15]1 |f:1.2.3|. Product: CC([C@H]1CC[C@H]2[C@@H]3CCC4=CC(C=C[C@]4(C)[C@H]3C(C[C@]12C)=O)=O)=O (Pregna-1,4-diene-3,11,20-trione). Solvent: CC(=O)C (acetone). The reactants are O[C@H]1[C@@H]2[C@]3(C=CC(C=C3CC[C@H]2[C@@H]2CC[C@H](C(C)=O)[C@]2(C1)C)=O)C (11α-Hydroxypregna-1,4-diene-3,20-dione), CC(=O)C.OS(=O)(=O)O.O=[Cr](=O)=O (Jones reagent). Starting materials: CC=1NC2=CC=C(C=C2C1C=O)[N+](=O)[O-] (2-methyl-5-nitro-1H-indole-3-carbaldehyde), C(C)(=O)OC(C)=O (acetic anhydride), Cl.NO (hydroxylamine hydrochloride), aldoxime. Solvent: C(=O)O (formic acid), O (water), CN(C)C=O (DMF). Reaction conditions: time 1 hour. The product is CC=1NC2=CC=C(C=C2C1C#N)[N+](=O)[O-] (2-methyl-5-nitro-1H-indole-3-carbonitrile). Isolated yield 89.1%. As a reaction SMILES: [CH3:1][C:2]1[NH:3][C:4]2[C:9]([C:10]=1[CH:11]=O)=[CH:8][C:7]([N+:13]([O-:15])=[O:14])=[CH:6][CH:5]=2.Cl.[NH2:17]O.C(OC(=O)C)(=O)C>C(O)=O.CN(C=O)C.O>[CH3:1][C:2]1[NH:3][C:4]2[C:9]([C:10]=1[C:11]#[N:17])=[CH:8][C:7]([N+:13]([O-:15])=[O:14])=[CH:6][CH:5]=2 |f:1.2|. Procedure: 2-methyl-5-nitro-1H-indole-3-carbaldehyde (375 mg, 1.84 mmol) and hydroxylamine hydrochloride (380 mg, 5.52 mmol) were suspended in formic acid (10 mL) and DMF (3 mL), and heated at 80° C. until the solution had turned dark orange (30 min). Quantitative conversion to the aldoxime intermediate was confirmed by LC/MS. 4 mL of acetic anhydride were added and heating was continued for 1 h. The reaction solution was diluted with cold water (20 mL), and the product extracted into EtOAc. The organic la... Reactants: ClC1=C(C=C2C(C(=CN3C(CCC1=C23)C)C(=O)O)=O)Cl (8,9-dichloro-5-methyl-6,7-dihydro-1-oxo-1H,5H-benzo[ij]quinolizine-2-carboxylic acid), FC(C(=O)N1CCNCC1)(F)F (1-trifluoroacetylpiperazine). Run in CN(C)P(=O)(N(C)C)N(C)C (HMPTA). Run at temperature 160 celsius. The product is FC(C(=O)N1CCN(CC1)C1=C(C=C2C(C(=CN3C(CCC1=C23)C)C(=O)O)=O)Cl)(F)F (8-(4-trifluoroacetyl-1-piperazinyl)-9-chloro-5-methyl-6,7-dihydro-1-oxo-1H,5H-benzo[ij]quinolizine-2-carboxylic acid). Isolated yield 50.6%. As a reaction SMILES: Cl[C:2]1[C:13]2=[C:14]3[N:9]([CH:10]([CH3:15])[CH2:11][CH2:12]2)[CH:8]=[C:7]([C:16]([OH:18])=[O:17])[C:6](=[O:19])[C:5]3=[CH:4][C:3]=1[Cl:20].[F:21][C:22]([F:32])([F:31])[C:23]([N:25]1[CH2:30][CH2:29][NH:28][CH2:27][CH2:26]1)=[O:24]>CN(P(N(C)C)(N(C)C)=O)C>[F:32][C:22]([F:21])([F:31])[C:23]([N:25]1[CH2:30][CH2:29][N:28]([C:2]2[C:13]3=[C:14]4[N:9]([CH:10]([CH3:15])[CH2:11][CH2:12]3)[CH:8]=[C:7]([C:16]([OH:18])=[O:17])[C:6](=[O:19])[C:5]4=[CH:4][C:3]=2[Cl:20])[CH2:27][CH2:26]1)=[O:24]. Reported procedure: A mixture of 3.1 g of 8,9-dichloro-5-methyl-6,7-dihydro-1-oxo-1H,5H-benzo[ij]quinolizine-2-carboxylic acid, 9.1 g of 1-trifluoroacetylpiperazine and 50 ml of HMPTA was heated at 160° C. for 4 hours under atmosphere of argon. After completion of the reaction, the solvent was removed by distillation under reduced pressure and the residue was washed with water. Recrystallization of the residue from dimethylformamide gave 2.3 g of 8-(4-trifluoroacetyl-1-piperazinyl)-9-chloro-5-methyl-6,7-dihydro-1-o... Starting materials: ClC=1C=NC=2CCCC(C2C1)=O (3-Chloro-5,6,7,8-tetrahydroquinolin-5-one), Cl (HCl), [C-]#N.[K+] (potassium cyanide), S([O-])(O)=O.[Na+] (sodium bisulfite), C([O-])([O-])=O.[NH4+].[NH4+] (ammonium carbonate). Solvent: O (Water), O (water), C(=O)N (formamide). Conditions: time 3 day. Product: ClC=1C=NC=2CCCC3(NC(NC3=O)=O)C2C1 (3-Chlorospiro-[5,6,7,8-tetrahydroquinolin-5,4'-imidazolidine]-2',5'-dione). RXN SMILES: Cl[C:2]1[CH:3]=N[C:5]2[CH2:6][CH2:7][CH2:8][C:9](=O)[C:10]=2[CH:11]=1.S(=O)(O)[O-:14].[Na+].[C:18](=O)([O-])[O-:19].[NH4+:22].[NH4+:23].[C-:24]#[N:25].[K+].[ClH:27]>C(N)=O.O>[Cl:27][C:2]1[CH:3]=[N:22][C:5]2[CH2:6][CH2:7][CH2:8][C:9]3([C:10]=2[CH:11]=1)[C:18](=[O:19])[NH:25][C:24](=[O:14])[NH:23]3 |f:1.2,3.4.5,6.7|. Reported procedure: 3-Chloro-5,6,7,8-tetrahydroquinolin-5-one (125 grams, 0.689 mol) was suspended in formamide (98%, 1 L) with sodium bisulfite (73 grams, 0.7 mol). The mixture was mechanically stirred while ammonium carbonate (285 grams, 2.97 mol) was added in portions. This caused some foaming which limited the rate of addition. After the initial foaming subsided, potassium cyanide (90 grams, 1.38 mol) was added in one portion as a solid. The reaction mixture was stirred at room temperature for 3 days. The react...